This data is from the Open Reaction Database (ORD), a public repository of structured organic reaction records. The task is: describe an organic reaction: reactants, conditions, products, and yield Reactants: O=C([O-])C=CC(=O)[O-], CCCCCCBr, CC1(C)C(=O)N(CCCNCCCN2C(=O)c3ccccc3C(C)(C)C2=O)C(=O)c2ccccc21. Product: CCCCCCN(CCCN1C(=O)c2ccccc2C(C)(C)C1=O)CCCN1C(=O)c2ccccc2C(C)(C)C1=O. RXN SMILES: [C:43]([O-:44])(=[O:45])[CH:46]=[CH:47][C:48]([O-:49])=[O:50].[CH2:36]([CH2:37][CH2:38][CH2:39][CH2:40][CH3:41])[Br:42].[CH3:1][C:2]1([CH3:35])[C:3](=[O:34])[N:4]([CH2:13][CH2:14][CH2:15][NH:16][CH2:17][CH2:18][CH2:19][N:20]2[C:21](=[O:33])[c:22]3[cH:23][cH:24][cH:25][cH:26][c:27]3[C:28]([CH3:31])([CH3:32])[C:29]2=[O:30])[C:5](=[O:12])[c:6]2[cH:7][cH:8][cH:9][cH:10][c:11]21>>[CH3:1][C:2]1([CH3:35])[C:3](=[O:34])[N:4]([CH2:13][CH2:14][CH2:15][N:16]([CH2:17][CH2:18][CH2:19][N:20]2[C:21](=[O:33])[c:22]3[cH:23][cH:24][cH:25][cH:26][c:27]3[C:28]([CH3:31])([CH3:32])[C:29]2=[O:30])[CH2:36][CH2:37][CH2:38][CH2:39][CH2:40][CH3:41])[C:5](=[O:12])[c:6]2[cH:7][cH:8][cH:9][cH:10][c:11]21. Starting materials: [Li]CCCC, C1CCOC1, CCOC(C)=O, CCCC(C)C(C)C(=O)Cl, CC(C)NC(C)C. Product: CCCC(C)C(C)C(=O)CC(=O)OCC. RXN SMILES: [CH2:1]([Li:2])[CH2:3][CH2:4][CH3:5].[CH2:29]1[O:30][CH2:31][CH2:32][CH2:33]1.[CH3:13][CH2:14][O:15][C:16]([CH3:17])=[O:18].[CH3:19][CH:20]([C:21](=[O:22])[Cl:23])[CH:24]([CH2:25][CH2:26][CH3:27])[CH3:28].[CH:6]([NH:7][CH:8]([CH3:9])[CH3:10])([CH3:11])[CH3:12]>>[CH3:13][CH2:14][O:15][C:16]([CH2:17][C:21]([CH:20]([CH3:19])[CH:24]([CH2:25][CH2:26][CH3:27])[CH3:28])=[O:22])=[O:18]. The reactants are C(CCC)O[Na] (n-BuONa), C(C=C)#N (Acrylonitrile), C(C1=CC=C(C=C1)OC)=O (p-Anisaldehyde), O.NN (hydrazine monohydrate). Solvent: CCCCO (n-BuOH), O (water), C1CCOC1 (THF). Reaction conditions: temperature 0 celsius, time 10 hour. Yields the product COC1=CC=C(CN2N(CC=C2)N)C=C1 (1-(4-Methoxy-benzyl)-1H-pyrazol-2-ylamine). As a reaction SMILES: [C:1](#[N:4])[CH:2]=[CH2:3].O.[NH2:6][NH2:7].[CH:8](=O)[C:9]1[CH:14]=[CH:13][C:12]([O:15][CH3:16])=[CH:11][CH:10]=1.C(O[Na])CCC>C1COCC1.CCCCO.O>[CH3:16][O:15][C:12]1[CH:13]=[CH:14][C:9]([CH2:8][N:4]2[CH:1]=[CH:2][CH2:3][N:6]2[NH2:7])=[CH:10][CH:11]=1 |f:1.2|. Reported procedure: Acrylonitrile (7.5 g, 141 mmol) is dissolved in THF (75 mL) and cooled at 0° C. and hydrazine monohydrate (7.41 g, 148 mmol) is added at the same temperature. The reaction mixture is brought to room temperature and stirred for 2 h. p-Anisaldehyde (20.1 g, 148 mmol) is added drop wise and stirred at room temperature for 10 h. The above reaction mixture is then concentrated to result red oil. To the above oil n-BuONa in 80 mL n-BuOH is added drop wise at 0° C. and brought to room temperature. The ... RXN SMILES: [CH2:1]([c:2]1[cH:3][cH:4][cH:5][cH:6][cH:7]1)[O:8][C:9](=[O:10])[NH:11][CH2:12][CH2:13][NH:14][CH:15]([C:16]([CH3:17])([CH3:18])[CH3:19])[C:20](=[O:21])[O:22][C:23]([CH3:24])([CH3:25])[CH3:26].[ClH:27].[O:28]1[CH2:29][CH2:30][O:31][CH2:32][CH2:33]1>>[CH2:1]([c:2]1[cH:3][cH:4][cH:5][cH:6][cH:7]1)[O:8][C:9](=[O:10])[NH:11][CH2:12][CH2:13][NH:14][CH:15]([C:16]([CH3:17])([CH3:18])[CH3:19])[C:20](=[O:21])[OH:22].[ClH:27]. Yields the product CC(C)(C)C(NCCNC(=O)OCc1ccccc1)C(=O)O, Cl. Reactants: CC(C)(C)OC(=O)C(NCCNC(=O)OCc1ccccc1)C(C)(C)C, Cl, C1COCCO1. Starting materials: C1(=CC=CC=C1)C=1C=2N(C=CC1)C=CN2 (8-Phenylimidazo[1,2-a]pyridine), BrN1C(CCC1=O)=O (N-bromosuccinimide). The solvent is C(Cl)Cl (methylene chloride). Product: BrC1=CN=C2N1C=CC=C2C2=CC=CC=C2 (3-Bromo-8-phenylimidazo[1,2-a]pyridine). As a reaction SMILES: [C:1]1([C:7]2[C:8]3[N:9]([CH:13]=[CH:14][N:15]=3)[CH:10]=[CH:11][CH:12]=2)[CH:6]=[CH:5][CH:4]=[CH:3][CH:2]=1.[Br:16]N1C(=O)CCC1=O>C(Cl)Cl>[Br:16][C:13]1[N:9]2[CH:10]=[CH:11][CH:12]=[C:7]([C:1]3[CH:2]=[CH:3][CH:4]=[CH:5][CH:6]=3)[C:8]2=[N:15][CH:14]=1. Procedure: Combine 2 g (10.3 mmol) of the product from Example 4 with 1.8 g (10.3 mmol) of N-bromosuccinimide in 50 ml of methylene chloride, and stir for 10 minutes at room temperature. Wash the reaction mixture with 50 ml of 10% potassium carbonate. Dry the methylene chloride layer over sodium sulfate, treat with charcoal, filter, and remove the solvent in vacuo. Crystallize the residue from ether to provide the title compound. The reactants are BrC=1C=C(C=NC1)B(O)O (5-bromopyridin-3-ylboronic acid), ClC1=NC2=CC=C(C=C2N=C1N(C)C(C)C)C(=O)OC (methyl 2-chloro-3-(isopropyl(methyl)amino)quinoxaline-6-carboxylate), [O-]P(=O)([O-])[O-].[K+].[K+].[K+] (K3PO4). Run at temperature 90 celsius, time 1 hour. The yield is 75.2%. Procedure details: To a solution of 5-bromopyridin-3-ylboronic acid (288.0 mg, 1.43 mmol) in dioxane (5 mL) was added methyl 2-chloro-3-(isopropyl(methyl)amino)quinoxaline-6-carboxylate (Scheme I, 140.0 mg, 0.48 mmol), K3PO4 (302.0 mg, 1.43 mmol), Pd(PPh3)4 (27.6 mg, 0.02 mmol) and three drops water. The reaction mixture was stirred for 1 h at 90° C. with an inert atmosphere of nitrogen and then concentrated under vacuum to give a residue, which was purified by a silica gel column with 1% ethyl acetate in petroleu... The solvent is O1CCOCC1 (dioxane). The product is BrC=1C=C(C=NC1)C1=NC2=CC=C(C=C2N=C1N(C)C(C)C)C(=O)OC (methyl 2-(5-bromopyridin-3-yl)-3-(isopropyl(methyl)amino)quinoxaline-6-carboxylate). Reagents/catalysts: O (water), C=1C=CC(=CC1)[P](C=2C=CC=CC2)(C=3C=CC=CC3)[Pd]([P](C=4C=CC=CC4)(C=5C=CC=CC5)C=6C=CC=CC6)([P](C=7C=CC=CC7)(C=8C=CC=CC8)C=9C=CC=CC9)[P](C=1C=CC=CC1)(C=1C=CC=CC1)C=1C=CC=CC1 (Pd(PPh3)4). RXN SMILES: [Br:1][C:2]1[CH:3]=[C:4](B(O)O)[CH:5]=[N:6][CH:7]=1.Cl[C:12]1[C:21]([N:22]([CH:24]([CH3:26])[CH3:25])[CH3:23])=[N:20][C:19]2[C:14](=[CH:15][CH:16]=[C:17]([C:27]([O:29][CH3:30])=[O:28])[CH:18]=2)[N:13]=1.[O-]P([O-])([O-])=O.[K+].[K+].[K+]>O1CCOCC1.O.C1C=CC([P]([Pd]([P](C2C=CC=CC=2)(C2C=CC=CC=2)C2C=CC=CC=2)([P](C2C=CC=CC=2)(C2C=CC=CC=2)C2C=CC=CC=2)[P](C2C=CC=CC=2)(C2C=CC=CC=2)C2C=CC=CC=2)(C2C=CC=CC=2)C2C=CC=CC=2)=CC=1>[Br:1][C:2]1[CH:3]=[C:4]([C:12]2[C:21]([N:22]([CH:24]([CH3:26])[CH3:25])[CH3:23])=[N:20][C:19]3[C:14](=[CH:15][CH:16]=[C:17]([C:27]([O:29][CH3:30])=[O:28])[CH:18]=3)[N:13]=2)[CH:5]=[N:6][CH:7]=1 |f:2.3.4.5,^1:49,51,70,89|. The reactants are CCC(CC)C(=O)Nc1ccc(N2CCN(C(C(=O)N(CC)CC)c3ccccc3)CC2)c(F)c1, CI, [H-], [Na+], CN(C)C=O, O. Product: CCC(CC)C(=O)N(C)c1ccc(N2CCN(C(C(=O)N(CC)CC)c3ccccc3)CC2)c(F)c1. As a reaction SMILES: [CH2:1]([CH3:2])[N:3]([C:4](=[O:5])[CH:6]([N:7]1[CH2:8][CH2:9][N:10]([c:13]2[c:14]([F:27])[cH:15][c:16]([NH:19][C:20]([CH:21]([CH2:22][CH3:23])[CH2:24][CH3:25])=[O:26])[cH:17][cH:18]2)[CH2:11][CH2:12]1)[c:28]1[cH:29][cH:30][cH:31][cH:32][cH:33]1)[CH2:34][CH3:35].[CH3:38][I:39].[H-:37].[Na+:36].[O:40]=[CH:41][N:42]([CH3:43])[CH3:44].[OH2:45]>>[CH2:1]([CH3:2])[N:3]([C:4](=[O:5])[CH:6]([N:7]1[CH2:8][CH2:9][N:10]([c:13]2[c:14]([F:27])[cH:15][c:16]([N:19]([C:20]([CH:21]([CH2:22][CH3:23])[CH2:24][CH3:25])=[O:26])[CH3:38])[cH:17][cH:18]2)[CH2:11][CH2:12]1)[c:28]1[cH:29][cH:30][cH:31][cH:32][cH:33]1)[CH2:34][CH3:35].